From a dataset of the Open Reaction Database (ORD), a public repository of structured organic reaction records. describe an organic reaction: reactants, conditions, products, and yield The reactants are S1CCC(CC1)C=O (Tetrahydrothiapyran-4-carboxaldehyde), COC(CC(=O)CCl)=O (methyl-4-chloroacetoacetate), 4A, ( 3g ), C(C)(=O)OCC.CCCCCC (ethyl acetate hexane). Reagents/catalysts: N1CCCCC1 (Piperidine), C(C)(=O)O (acetic acid). Solvent: C(C)(=O)OCC (ethyl acetate), C(C)(=O)OCC (ethyl acetate). Reaction conditions: time 45 minute. The product is S1CCC(CC1)=C(C(=O)OC)C(CCl)=O (2-(4-Tetrahydrothiapyranylidene)-3-oxo-4-chlorobutyric acid, methyl ester), oil ( 2g ). Reaction SMILES: [S:1]1[CH2:6][CH2:5][CH:4](C=O)[CH2:3][CH2:2]1.[CH3:9][O:10][C:11](=[O:17])[CH2:12][C:13]([CH2:15][Cl:16])=[O:14].C(OCC)(=O)C.CCCCCC>C(OCC)(=O)C.N1CCCCC1.C(O)(=O)C>[S:1]1[CH2:6][CH2:5][C:4](=[C:12]([C:13](=[O:14])[CH2:15][Cl:16])[C:11]([O:10][CH3:9])=[O:17])[CH2:3][CH2:2]1 |f:2.3|. Procedure details: Tetrahydrothiapyran-4-carboxaldehyde (1.5g) in ethyl acetate (10 ml) was treated with methyl-4-chloroacetoacetate (1.5g), 4A sieve (3g) and the mixture cooled in an ice-bath. Piperidine (3 drops) and acetic acid (3 drops) were now added and the mixture stirred at 0-5° for 45 min. Excess ethyl acetate was added and the organic solution washed with 1M hydrochloric acid. After washing the extracts with water they were dried over anhydrous magnesium sulphate and evaporated to give a colourless oil. ... Reactants: OC1=C(C=C(C=C1I)C(=O)C1=CC=C(C=C1)OC)I ((4-hydroxy-3,5-diiodo-phenyl)-(4-methoxy-phenyl)-methanone), ClS(=O)(=O)C1=CC(=C(C(=O)O)C=C1)O (4-chlorosulphonyl-2-hydroxybenzoic acid). Run in C1CCOC1 (THF). Product: IC1=C(OS(=O)(=O)C2=CC(=C(C(=O)O)C=C2)O)C(=CC(=C1)C(C1=CC=C(C=C1)OC)=O)I (4-[2,6-Diiodo-4-(4-methoxy-benzoyl)-phenoxysulfonyl]-2-hydroxy-benzoic acid). Isolated yield 15.7%. RXN SMILES: [OH:1][C:2]1[C:7]([I:8])=[CH:6][C:5]([C:9]([C:11]2[CH:16]=[CH:15][C:14]([O:17][CH3:18])=[CH:13][CH:12]=2)=[O:10])=[CH:4][C:3]=1[I:19].Cl[S:21]([C:24]1[CH:32]=[CH:31][C:27]([C:28]([OH:30])=[O:29])=[C:26]([OH:33])[CH:25]=1)(=[O:23])=[O:22]>C1COCC1>[I:19][C:3]1[CH:4]=[C:5]([C:9](=[O:10])[C:11]2[CH:16]=[CH:15][C:14]([O:17][CH3:18])=[CH:13][CH:12]=2)[CH:6]=[C:7]([I:8])[C:2]=1[O:1][S:21]([C:24]1[CH:32]=[CH:31][C:27]([C:28]([OH:30])=[O:29])=[C:26]([OH:33])[CH:25]=1)(=[O:23])=[O:22]. Procedure: The title compound was prepared according to the procedure in Example 4 using (4-hydroxy-3,5-diiodo-phenyl)-(4-methoxy-phenyl)-methanone (0.202 g, 0.421 mmol) and 4-chlorosulphonyl-2-hydroxybenzoic acid (0.398 g, 1.68 mmol) in THF (5 mL). Purification by preparative HPLC (C18, eluting with 70% CH3CN/H2O containing 0.1% TFA) gave 0.045 g (16%) of the title compound as a white solid, mp 214-215° C. 1H NMR (DMSO-d6) δ 3.86 (s, 3H), 7.11 (d, 2H), 7.44-7.48 (m, 2H), 7.73 (d, 2 H), 8.04-8.07 (m, 3H). ... Reactants: N(=C=S)C1=C(C2=C(OCO2)C=C1)C (5-isothiocyanato-4-methyl-1,3-benzodioxole), C(CN)N (ethylenediamine). Run in C1(=CC=CC=C1)C (toluene). Run at time 5 minute. Yields the product NCCNC(NC1=C(C2=C(OCO2)C=C1)C)=S (5-[N'-(2-aminoethyl)thioureido]-4-methyl-1,3-benzodioxole). As a reaction SMILES: [N:1]([C:4]1[CH:12]=[CH:11][C:7]2[O:8][CH2:9][O:10][C:6]=2[C:5]=1[CH3:13])=[C:2]=[S:3].[CH2:14]([NH2:17])[CH2:15][NH2:16]>C1(C)C=CC=CC=1>[NH2:16][CH2:15][CH2:14][NH:17][C:2](=[S:3])[NH:1][C:4]1[CH:12]=[CH:11][C:7]2[O:8][CH2:9][O:10][C:6]=2[C:5]=1[CH3:13]. Procedure: To a stirred solution of 0.78 g of 5-isothiocyanato-4-methyl-1,3-benzodioxole in 50 mL of toluene at 25° C. is added 0.80 mL of ethylenediamine. After five minutes, the mixture is concentrated under reduced pressure to yield 1.0 g of 5-[N'-(2-aminoethyl)thioureido]-4-methyl-1,3-benzodioxole as a white solid. Reactants: O=[N+]([O-])c1cc(Br)ccc1F, O=C([O-])O, Cc1ccccc1, Nc1cccc(B(O)O)c1, [Na+], O, [Pd], c1ccc(P(c2ccccc2)c2ccccc2)cc1, c1ccc(P(c2ccccc2)c2ccccc2)cc1, c1ccc(P(c2ccccc2)c2ccccc2)cc1, c1ccc(P(c2ccccc2)c2ccccc2)cc1. The product is Nc1cccc(-c2ccc(F)c([N+](=O)[O-])c2)c1. As a reaction SMILES: [Br:11][c:12]1[cH:13][cH:14][c:15]([F:21])[c:16]([N+:18](=[O:19])[O-:20])[cH:17]1.[C:22](=[O:23])([OH:24])[O-:25].[CH3:28][c:29]1[cH:30][cH:31][cH:32][cH:33][cH:34]1.[NH2:1][c:2]1[cH:3][c:4]([B:8]([OH:9])[OH:10])[cH:5][cH:6][cH:7]1.[Na+:26].[OH2:27].[Pd:35].[c:36]1([P:37]([c:38]2[cH:39][cH:40][cH:41][cH:42][cH:43]2)[c:44]2[cH:45][cH:46][cH:47][cH:48][cH:49]2)[cH:50][cH:51][cH:52][cH:53][cH:54]1.[c:55]1([P:56]([c:57]2[cH:58][cH:59][cH:60][cH:61][cH:62]2)[c:63]2[cH:64][cH:65][cH:66][cH:67][cH:68]2)[cH:69][cH:70][cH:71][cH:72][cH:73]1.[c:74]1([P:75]([c:76]2[cH:77][cH:78][cH:79][cH:80][cH:81]2)[c:82]2[cH:83][cH:84][cH:85][cH:86][cH:87]2)[cH:88][cH:89][cH:90][cH:91][cH:92]1.[c:93]1([P:94]([c:95]2[cH:96][cH:97][cH:98][cH:99][cH:100]2)[c:101]2[cH:102][cH:103][cH:104][cH:105][cH:106]2)[cH:107][cH:108][cH:109][cH:110][cH:111]1>>[NH2:1][c:2]1[cH:3][c:4](-[c:12]2[cH:13][cH:14][c:15]([F:21])[c:16]([N+:18](=[O:19])[O-:20])[cH:17]2)[cH:5][cH:6][cH:7]1. Starting materials: N1(CCOCC1)CCN (2-morpholin-4-yl-ethylamine), ClC=1C=C(C=CC1F)NC1=C(C=NC2=CN=C(C=C12)F)C#N (4-(3-Chloro-4-fluoro-phenylamino)-6-fluoro-[1,7]naphthyridine-3-carbonitrile). Run in N1=CC=CC=C1 (pyridine). Product: ClC=1C=C(C=CC1F)NC1=C(C=NC2=CN=C(C=C12)NCCN1CCOCC1)C#N (4-(3-Chloro-4-fluoro-phenylamino)-6-(2-morpholin-4-yl-ethylamino)-1,7-naphthyridine-3-carbonitrile). The yield is 26.7%. RXN SMILES: [N:1]1([CH2:7][CH2:8][NH2:9])[CH2:6][CH2:5][O:4][CH2:3][CH2:2]1.[Cl:10][C:11]1[CH:12]=[C:13]([NH:18][C:19]2[C:28]3[C:23](=[CH:24][N:25]=[C:26](F)[CH:27]=3)[N:22]=[CH:21][C:20]=2[C:30]#[N:31])[CH:14]=[CH:15][C:16]=1[F:17]>N1C=CC=CC=1>[Cl:10][C:11]1[CH:12]=[C:13]([NH:18][C:19]2[C:28]3[C:23](=[CH:24][N:25]=[C:26]([NH:9][CH2:8][CH2:7][N:1]4[CH2:6][CH2:5][O:4][CH2:3][CH2:2]4)[CH:27]=3)[N:22]=[CH:21][C:20]=2[C:30]#[N:31])[CH:14]=[CH:15][C:16]=1[F:17]. Procedure: A solution of 2-morpholin-4-yl-ethylamine (0.44 mL, 2.73 mmol) and 4-(3-Chloro-4-fluoro-phenylamino)-6-fluoro-[1,7]naphthyridine-3-carbonitrile (0.50 g, 1.58 mmol) in pyridine 5.3 mL was heated to 80° C. for 7 days. The solvent was evaporated and the crude product was purified by flash column chromatography (7% MeOH in CHCl3) to give a yellow solid (0.18 g, 44%). 1H NMR (400 MHz, CDCl3) δ 2.5 (m, 4 H) 2.6 (d, J=11.9 Hz, 2 H) 3.2 (m, 2 H) 3.7 (m, 4 H) 5.5 (t, J=5.1 Hz, 1 H) 6.2 (s, 1 H) 6.9 (s, 1... Starting materials: C(C)(C)N1CCC(CC1)OC=1C=C2C=C(NC2=CC1)C(=O)N1CCOCC1 ([5-(1-isopropyl-piperidin-4-yloxy)-1H-indol-2-yl]-morpholin-4-yl-methanone), C(C)(C)N1CCC(CC1)OC=1C=C2C=C(NC2=CC1)C(=O)N1CCOCC1 ([5-(1-isopropyl-piperidin-4-yloxy)-1H-indol-2-yl]-morpholin-4-yl-methanone), COC1=CC=C(C=C1)B(O)O (4-methoxyphenylboronic acid). The product is C(C)(C)N1CCC(CC1)OC=1C=C2C=C(N(C2=CC1)C1=CC=C(C=C1)OC)C(=O)N1CCOCC1 ([5-(1-Isopropyl-piperidin-4-yloxy)-1-(4-methoxy-phenyl)-1H-indol-2-yl]-morpholin-4-yl-methanone). RXN SMILES: [CH:1]([N:4]1[CH2:9][CH2:8][CH:7]([O:10][C:11]2[CH:12]=[C:13]3[C:17](=[CH:18][CH:19]=2)[NH:16][C:15]([C:20]([N:22]2[CH2:27][CH2:26][O:25][CH2:24][CH2:23]2)=[O:21])=[CH:14]3)[CH2:6][CH2:5]1)([CH3:3])[CH3:2].[CH3:28][O:29][C:30]1[CH:35]=[CH:34][C:33](B(O)O)=[CH:32][CH:31]=1>>[CH:1]([N:4]1[CH2:5][CH2:6][CH:7]([O:10][C:11]2[CH:12]=[C:13]3[C:17](=[CH:18][CH:19]=2)[N:16]([C:33]2[CH:34]=[CH:35][C:30]([O:29][CH3:28])=[CH:31][CH:32]=2)[C:15]([C:20]([N:22]2[CH2:27][CH2:26][O:25][CH2:24][CH2:23]2)=[O:21])=[CH:14]3)[CH2:8][CH2:9]1)([CH3:3])[CH3:2]. Reported procedure: In analogy to the procedure described for the synthesis of example 6, the title compound was synthesized from [5-(1-isopropyl-piperidin-4-yloxy)-1H-indol-2-yl]-morpholin-4-yl-methanone (intermediate 2) and 4-methoxyphenylboronic acid. The title compound was obtained in 56% yield as yellow foam. MS (m/e): 478.2 (MH+, 100%). The reactants are ClC1=C(C(=CC(=C1)C(F)(F)F)Cl)N1N=C(C=C1N=COC)C1=NOC=N1 (1-(2,6-Dichloro-4-trifluoromethylphenyl)-5-methoxymethylideneamino-3-(1,2,4-oxadiazol-3-yl)pyrazole), S(O)(O)(=O)=O (sulfuric acid). Run in CC(=O)C (acetone), O (water). Product: NC1=CC(=NN1C1=C(C=C(C=C1Cl)C(F)(F)F)Cl)C1=NOC=N1 (5-Amino-1-(2,6-dichloro-4-trifluoromethylphenyl)-3-(1,2,4-oxadiazol-3-yl)pyrazole). The yield is 78.4%. Reaction SMILES: [Cl:1][C:2]1[CH:7]=[C:6]([C:8]([F:11])([F:10])[F:9])[CH:5]=[C:4]([Cl:12])[C:3]=1[N:13]1[C:17]([N:18]=COC)=[CH:16][C:15]([C:22]2[N:26]=[CH:25][O:24][N:23]=2)=[N:14]1.S(=O)(=O)(O)O>CC(C)=O.O>[NH2:18][C:17]1[N:13]([C:3]2[C:4]([Cl:12])=[CH:5][C:6]([C:8]([F:11])([F:9])[F:10])=[CH:7][C:2]=2[Cl:1])[N:14]=[C:15]([C:22]2[N:26]=[CH:25][O:24][N:23]=2)[CH:16]=1. Procedure details: 1-(2,6-Dichloro-4-trifluoromethylphenyl)-5-methoxymethylideneamino-3-(1,2,4-oxadiazol-3-yl)pyrazole (2.80 g, 6.89 mmol) was dissolved in a mixed solvent of 50 ml of acetone and 5 ml of water, and then concentrated sulfuric acid (0.70 g, 6.92 mmol) was added with stirring at room temperature. The mixture was stirred at room temperature for 48 hours and the reaction solution was concentrated under reduced pressure. The pH of the residue was adjusted to about 8 by adding an aqueous saturated sodium...